Dataset: the Open Reaction Database (ORD), a public repository of structured organic reaction records. Task: describe an organic reaction: reactants, conditions, products, and yield Starting materials: C([O-])([O-])=O.[Cs+].[Cs+] (caesium carbonate), CC1=C(C=CC(=C1)[N+](=O)[O-])NS(=O)(=O)CCCCl (N-(2-methyl-4-nitrophenyl)-3-chloropropane-1-sulfonamide). Solvent: C(C)#N (acetonitrile). Reaction conditions: temperature 70 celsius, time 18 hour. The product is CC1=C(C=CC(=C1)[N+](=O)[O-])N1S(CCC1)(=O)=O (2-(2-methyl-4-nitrophenyl)isothiazolidine 1,1-dioxide). Reaction SMILES: C(=O)([O-])[O-].[Cs+].[Cs+].[CH3:7][C:8]1[CH:13]=[C:12]([N+:14]([O-:16])=[O:15])[CH:11]=[CH:10][C:9]=1[NH:17][S:18]([CH2:21][CH2:22][CH2:23]Cl)(=[O:20])=[O:19]>C(#N)C>[CH3:7][C:8]1[CH:13]=[C:12]([N+:14]([O-:16])=[O:15])[CH:11]=[CH:10][C:9]=1[N:17]1[CH2:23][CH2:22][CH2:21][S:18]1(=[O:20])=[O:19] |f:0.1.2|. Procedure: 11.1 g of caesium carbonate (34.0 mmol) are added to a solution of 6.50 g (22.2 mmol) of N-(2-methyl-4-nitrophenyl)-3-chloropropane-1-sulfonamide in 150 ml of acetonitrile, and the mixture is stirred at 70° C. for 18 hours. The reaction mixture is subjected to conventional work-up, and the crude product is chromatographed on a silica-gel column using ethyl acetate/petroleum ether as eluent, giving 2-(2-methyl-4-nitrophenyl)isothiazolidine 1,1-dioxide as a yellowish solid; ESI 257. The reactants are BrC1=CC=C2C(C(N(C2=C1C)CC1=CC=C(C=C1)S(=O)(=O)N(C)C)=O)=O (4-(6-bromo-7-methyl-2,3-dioxo-2,3-dihydro-indol-1-ylmethyl)-N,N-dimethyl-benzenesulfonamide), NN (hydrazine). The product is BrC1=CC=C2CC(N(C2=C1C)CC1=CC=C(C=C1)S(=O)(=O)N(C)C)=O (4-(6-Bromo-7-methyl-2-oxo-2,3-dihydro-indol-1-ylmethyl)-N,N-dimethyl-benzenesulfonamide). RXN SMILES: [Br:1][C:2]1[C:10]([CH3:11])=[C:9]2[C:5]([C:6](=O)[C:7](=[O:25])[N:8]2[CH2:12][C:13]2[CH:18]=[CH:17][C:16]([S:19]([N:22]([CH3:24])[CH3:23])(=[O:21])=[O:20])=[CH:15][CH:14]=2)=[CH:4][CH:3]=1.NN>>[Br:1][C:2]1[C:10]([CH3:11])=[C:9]2[C:5]([CH2:6][C:7](=[O:25])[N:8]2[CH2:12][C:13]2[CH:18]=[CH:17][C:16]([S:19]([N:22]([CH3:24])[CH3:23])(=[O:21])=[O:20])=[CH:15][CH:14]=2)=[CH:4][CH:3]=1. Reported procedure: Following the same procedure as described in example 10C, 4-(6-bromo-7-methyl-2,3-dioxo-2,3-dihydro-indol-1-ylmethyl)-N,N-dimethyl-benzenesulfonamide (0.392 g, 0.895 mmol) was treated with hydrazine to provide the crude title compound of 12B. The reactants are C([O-])(O)=O.[Na+] (sodium bicarbonate), COCCOCC(=O)O ((2-methoxyethoxy)-acetic acid), [N+](=O)([O-])C=1C=C(N)C=CC1 (3-nitroaniline), ClC(=O)OCC(C)C (isobutyl chloroformate). Reported procedure: 5 g of (2-methoxyethoxy)-acetic acid is dissolved in 500 ml of tetrahydrofuran. 9.7 ml of triethylamine and 5.6 ml of isobutyl chloroformate are added at 0° C., and it is stirred for 30 minutes at 0° C. 5.0 g of 3-nitroaniline is added, and it is stirred for another 15 hours at room temperature. The reaction mixture is mixed with semi-saturated sodium bicarbonate solution and extracted with ethyl acetate. The organic solution is washed with saturated sodium chloride solution, dried on sodium sul... As a reaction SMILES: [CH3:1][O:2][CH2:3][CH2:4][O:5][CH2:6][C:7]([OH:9])=O.ClC(OCC(C)C)=O.[N+:18]([C:21]1[CH:22]=[C:23]([CH:25]=[CH:26][CH:27]=1)[NH2:24])([O-:20])=[O:19].C(=O)(O)[O-].[Na+]>O1CCCC1.C(N(CC)CC)C>[CH3:1][O:2][CH2:3][CH2:4][O:5][CH2:6][C:7]([NH:24][C:23]1[CH:25]=[CH:26][CH:27]=[C:21]([N+:18]([O-:20])=[O:19])[CH:22]=1)=[O:9] |f:3.4|. Solvent: O1CCCC1 (tetrahydrofuran), C(C)N(CC)CC (triethylamine). The product is COCCOCC(=O)NC1=CC(=CC=C1)[N+](=O)[O-] (2-(2-Methoxy-ethoxy)-N-(3-nitro-phenyl)-acetamide). The yield is 81.5%. Conditions: temperature 0 celsius, time 30 minute. Starting materials: C1CCOC1, CO, COC(=O)c1cc2c([nH]1)C(c1cccc(Cl)c1)CC2, [Li+], [OH-]. Product: O=C(O)c1cc2c([nH]1)C(c1cccc(Cl)c1)CC2. RXN SMILES: [CH2:24]1[O:25][CH2:26][CH2:27][CH2:28]1.[CH3:22][OH:23].[Cl:1][c:2]1[cH:3][c:4]([CH:8]2[CH2:9][CH2:10][c:11]3[c:12]2[nH:13][c:14]([C:16](=[O:17])[O:18][CH3:19])[cH:15]3)[cH:5][cH:6][cH:7]1.[Li+:20].[OH-:21]>>[Cl:1][c:2]1[cH:3][c:4]([CH:8]2[CH2:9][CH2:10][c:11]3[c:12]2[nH:13][c:14]([C:16](=[O:17])[OH:18])[cH:15]3)[cH:5][cH:6][cH:7]1. The reactants are BrC1=CC(=C(C=C1)NC1=C(C=CC=2C=NSC21)C(=O)O)F (7-(4-bromo-2-fluoro-phenylamino)-benzo[d]isothiazole-6-carboxylic acid), C(C)(C)N(CC)C(C)C (diisopropylethylamine), CC1(OC[C@@H](O1)CON)C (O—((R)-2,2-dimethyl-[1,3]dioxolan-4-ylmethyl)-hydroxylamine), CCN=C=NCCCN(C)C (EDCI), C=1C=CC2=C(C1)N=NN2O (HOBt). Run in CN(C)C=O (DMF), C(C)(=O)OCC (ethyl acetate). Conditions: time 18 hour. Yields the product CC1(OC[C@@H](O1)CONC(=O)C1=C(C2=C(C=NS2)C=C1)NC1=C(C=C(C=C1)Br)F)C (7-(4-Bromo-2-fluoro-phenylamino)-benzo[d]isothiazole-6-carboxylic acid ((R)-2,2-dimethyl-[1,3]-dioxolan-4-ylmethoxy)-amide). The yield is 46.9%. RXN SMILES: [Br:1][C:2]1[CH:7]=[CH:6][C:5]([NH:8][C:9]2[C:17]3[S:16][N:15]=[CH:14][C:13]=3[CH:12]=[CH:11][C:10]=2[C:18]([OH:20])=O)=[C:4]([F:21])[CH:3]=1.C(N(C(C)C)CC)(C)C.[CH3:31][C:32]1([CH3:40])[O:36][C@@H:35]([CH2:37][O:38][NH2:39])[CH2:34][O:33]1.CCN=C=NCCCN(C)C.C1C=CC2N(O)N=NC=2C=1>CN(C=O)C.C(OCC)(=O)C>[CH3:31][C:32]1([CH3:40])[O:36][C@@H:35]([CH2:37][O:38][NH:39][C:18]([C:10]2[CH:11]=[CH:12][C:13]3[CH:14]=[N:15][S:16][C:17]=3[C:9]=2[NH:8][C:5]2[CH:6]=[CH:7][C:2]([Br:1])=[CH:3][C:4]=2[F:21])=[O:20])[CH2:34][O:33]1. Procedure: To a solution of 7-(4-bromo-2-fluoro-phenylamino)-benzo[d]isothiazole-6-carboxylic acid (584 mg, 1.59 mmol) and diisopropylethylamine (0.82 mL, 4.77 mmol) in DMF (6 mL) were added O—((R)-2,2-dimethyl-[1,3]dioxolan-4-ylmethyl)-hydroxylamine (468 mg, 3.18 mmol), EDCI (611 mg, 3.18 mmol) and HOBt (430 mg, 3.18 mmol). The reaction mixture was stirred for 18 hours at room temperature, diluted with ethyl acetate, and washed with water, a saturated aqueous solution of sodium hydrogen carbonate then bri... The reactants are N[C@@H](CC1=CC=C(C=C1)O)C(=O)N[C@H](CCS(=O)C)C(=O)NCC(=O)N[C@@H](CC1=CC=CC=C1)C(=O)NNC(=O)CC (H-Tyr-D-Met(O)-Gly-Phe-NHNH-CO-CH2CH3), Sephadex. The solvent is C(CS)(=O)O (thioglycolic acid). Yields the product N[C@@H](CC1=CC=C(C=C1)O)C(=O)N[C@H](CCSC)C(=O)NCC(=O)N[C@@H](CC1=CC=CC=C1)C(=O)NNC(=O)CC (H-Tyr-(D)-Met-Gly-Phe-NHNH-CO-CH2CH3). Reaction SMILES: [NH2:1][C@H:2]([C:11]([NH:13][C@@H:14]([C:20]([NH:22][CH2:23][C:24]([NH:26][C@H:27]([C:35]([NH:37][NH:38][C:39]([CH2:41][CH3:42])=[O:40])=[O:36])[CH2:28][C:29]1[CH:34]=[CH:33][CH:32]=[CH:31][CH:30]=1)=[O:25])=[O:21])[CH2:15][CH2:16][S:17]([CH3:19])=O)=[O:12])[CH2:3][C:4]1[CH:9]=[CH:8][C:7]([OH:10])=[CH:6][CH:5]=1>C(O)(=O)CS>[NH2:1][C@H:2]([C:11]([NH:13][C@@H:14]([C:20]([NH:22][CH2:23][C:24]([NH:26][C@H:27]([C:35]([NH:37][NH:38][C:39]([CH2:41][CH3:42])=[O:40])=[O:36])[CH2:28][C:29]1[CH:30]=[CH:31][CH:32]=[CH:33][CH:34]=1)=[O:25])=[O:21])[CH2:15][CH2:16][S:17][CH3:19])=[O:12])[CH2:3][C:4]1[CH:5]=[CH:6][C:7]([OH:10])=[CH:8][CH:9]=1. Procedure details: 100 mg of H-Tyr-D-Met(O)-Gly-Phe-NHNH-CO-CH2CH3 is dissolved in 4% aqueous thioglycolic acid (6 ml) and kept to stand at 50° C. for10 hr. The solution is applied to a column of Sephadex G-25, which is eluted with 30% aqueous acetic acid. The fractions (270-310 ml) are combined and lyophilized to give the desired compound; yield 80 mg. Rf2 =0.61 [α]D21 +20.0° (c=0.2 MeOH). Starting materials: O=C1CSCN1CCCCBr, C1CCOC1, ICCCCCI. The product is O=C1CC2(CCCC2)SCN1CCCCBr. As a reaction SMILES: [Br:1][CH2:2][CH2:3][CH2:4][CH2:5][N:6]1[CH2:7][S:8][CH2:9][C:10]1=[O:11].[CH2:19]1[O:20][CH2:21][CH2:22][CH2:23]1.[I:12][CH2:13][CH2:14][CH2:15][CH2:16][CH2:17][I:18]>>[Br:1][CH2:2][CH2:3][CH2:4][CH2:5][N:6]1[CH2:7][S:8][C:13]2([CH2:9][C:10]1=[O:11])[CH2:14][CH2:15][CH2:16][CH2:17]2.